From a dataset of the Open Reaction Database (ORD), a public repository of structured organic reaction records. describe an organic reaction: reactants, conditions, products, and yield The reactants are ClC1=NC=C(C=C1)C(CC(Cl)(Cl)Cl)(C)Cl (2-chloro-5-(1,3,3,3-tetrachloro-1-methylpropyl)pyridine), SbCl5. The solvent is ClC1=CC=CC=C1 (chlorobenzene). Yields the product ClC1=NC=C(C=C1)C(CC(Cl)(Cl)Cl)=C (2-chloro-5-(3,3,3-trichloro-1-methylenepropyl)pyridine). As a reaction SMILES: [Cl:1][C:2]1[CH:7]=[CH:6][C:5]([C:8](Cl)([CH3:14])[CH2:9][C:10]([Cl:13])([Cl:12])[Cl:11])=[CH:4][N:3]=1>ClC1C=CC=CC=1>[Cl:1][C:2]1[CH:7]=[CH:6][C:5]([C:8](=[CH2:14])[CH2:9][C:10]([Cl:11])([Cl:12])[Cl:13])=[CH:4][N:3]=1. Procedure details: A solution of 40 g (0.013 mole) of 2-chloro-5-(1,3,3,3-tetrachloro-1-methylpropyl)pyridine and 7.8 g (0.026 mole) of SbCl5 in 300 ml of chlorobenzene was heated to 138° C. for one hour. The darkened solution was cooled and carefully quenched with water. The heterogeneous mixture was filtered, the organic layer separated, dried (MgSO4) and concentrated in vacuo. The product was crystallized from 350 ml of pentane at -50° C. The yield was 19.5 g (55%), m.p. 54°-55° C. Starting materials: ClC=1C=C(C=CC1)[C@H](CN(C(OC(C)(C)C)=O)CCC1=CC=C(C=C1)C1=CC=C(C=C1)O)O (tert-butyl (2R)-N-[2-(3-chlorophenyl)-2-hydroxyethyl]-N-[2-(4′-hydroxy-1,1′-biphenyl-4-yl)ethyl]carbamate), C([O-])([O-])=O.[K+].[K+] (potassium carbonate), BrCC(=O)OC(C)(C)C (tert-butyl bromoacetate). The solvent is CN(C=O)C (N,N-dimethylformamide). Conditions: time 3 hour. Product: C(C)(C)(C)OC(=O)N(C[C@H](O)C1=CC(=CC=C1)Cl)CCC1=CC=C(C=C1)C1=CC=C(C=C1)OCC(=O)OC(C)(C)C (tert-butyl [[4′-[2-[N-(tert-butoxycarbonyl)-N-[(2R)-2-(3-chlorophenyl)-2-hydroxyethyl]amino]ethyl]-1,1′-biphenyl-4-yl]oxy]acetate). The yield is 82.1%. RXN SMILES: [Cl:1][C:2]1[CH:3]=[C:4]([C@@H:8]([OH:33])[CH2:9][N:10]([CH2:18][CH2:19][C:20]2[CH:25]=[CH:24][C:23]([C:26]3[CH:31]=[CH:30][C:29]([OH:32])=[CH:28][CH:27]=3)=[CH:22][CH:21]=2)[C:11](=[O:17])[O:12][C:13]([CH3:16])([CH3:15])[CH3:14])[CH:5]=[CH:6][CH:7]=1.C(=O)([O-])[O-].[K+].[K+].Br[CH2:41][C:42]([O:44][C:45]([CH3:48])([CH3:47])[CH3:46])=[O:43]>CN(C)C=O>[C:13]([O:12][C:11]([N:10]([CH2:18][CH2:19][C:20]1[CH:21]=[CH:22][C:23]([C:26]2[CH:27]=[CH:28][C:29]([O:32][CH2:41][C:42]([O:44][C:45]([CH3:48])([CH3:47])[CH3:46])=[O:43])=[CH:30][CH:31]=2)=[CH:24][CH:25]=1)[CH2:9][C@@H:8]([C:4]1[CH:5]=[CH:6][CH:7]=[C:2]([Cl:1])[CH:3]=1)[OH:33])=[O:17])([CH3:14])([CH3:15])[CH3:16] |f:1.2.3|. Procedure: To a solution of tert-butyl (2R)-N-[2-(3-chlorophenyl)-2-hydroxyethyl]-N-[2-(4′-hydroxy-1,1′-biphenyl-4-yl)ethyl]carbamate (240 mg) and potassium carbonate (78 mg) in N,N-dimethylformamide (4 ml) was added tert-butyl bromoacetate (110 mg), and the mixture was stirred at room temperature for 3 hours. The mixture was partitioned between ethyl acetate and water. The organic layer was separated, washed with water and brine, dried over magnesium sulfate and evaporated under reduced pressure. The resi...